This data is from the Open Reaction Database (ORD), a public repository of structured organic reaction records. The task is: describe an organic reaction: reactants, conditions, products, and yield Reactants: CCC1C(=O)N(Cc2ccccc2)c2cc(F)ccc2N1C(=O)c1cccc(OC)c1, CCC1C(=O)N(C)c2cc(F)ccc2N1C(=O)c1ccc(O)cc1. The product is CCC1C(=O)N(Cc2ccccc2)c2cc(F)ccc2N1C(=O)c1cccc(O)c1. RXN SMILES: [CH2:1]([c:2]1[cH:3][cH:4][cH:5][cH:6][cH:7]1)[N:8]1[C:9](=[O:31])[CH:10]([CH2:29][CH3:30])[N:11]([C:19]([c:20]2[cH:21][c:22]([O:26][CH3:27])[cH:23][cH:24][cH:25]2)=[O:28])[c:12]2[cH:13][cH:14][c:15]([F:18])[cH:16][c:17]21.[CH2:32]([CH:33]1[N:34]([C:35](=[O:36])[c:37]2[cH:38][cH:39][c:40]([OH:41])[cH:42][cH:43]2)[c:44]2[c:45]([cH:46][c:47]([F:48])[cH:49][cH:50]2)[N:51]([CH3:52])[C:53]1=[O:54])[CH3:55]>>[CH2:1]([c:2]1[cH:3][cH:4][cH:5][cH:6][cH:7]1)[N:8]1[C:9](=[O:31])[CH:10]([CH2:29][CH3:30])[N:11]([C:19]([c:20]2[cH:21][c:22]([OH:26])[cH:23][cH:24][cH:25]2)=[O:28])[c:12]2[cH:13][cH:14][c:15]([F:18])[cH:16][c:17]21. Reactants: NC[C@@H]1[C@H]2C[C@H]2CN1C(=O)C=1N=C(SC1C=1C=C(C=CC1)C)C (((1S,2S,5R)-2-Aminomethyl-3-aza-bicyclo[3.1.0]hex-3-yl)-(2-methyl-5-m-tolyl-thiazol-4-yl)-methanone), N1C=C(C2=CC=CC=C12)C(=O)O (1H-Indole-3-carboxylic acid). Yields the product CC=1SC(=C(N1)C(=O)N1[C@@H]([C@H]2C[C@H]2C1)CNC(=O)C1=CNC2=CC=CC=C12)C=1C=C(C=CC1)C (1H-Indole-3-carboxylic Acid[(1S,2S,5R)-3-(2-methyl-5-m-tolyl-thiazole-4-carbonyl)-3-aza-bicyclo[3.1.0]hex-2-ylmethyl]-amide). As a reaction SMILES: [NH2:1][CH2:2][C@H:3]1[N:8]([C:9]([C:11]2[N:12]=[C:13]([CH3:23])[S:14][C:15]=2[C:16]2[CH:17]=[C:18]([CH3:22])[CH:19]=[CH:20][CH:21]=2)=[O:10])[CH2:7][C@H:6]2[C@@H:4]1[CH2:5]2.[NH:24]1[C:32]2[C:27](=[CH:28][CH:29]=[CH:30][CH:31]=2)[C:26]([C:33](O)=[O:34])=[CH:25]1>>[CH3:23][C:13]1[S:14][C:15]([C:16]2[CH:17]=[C:18]([CH3:22])[CH:19]=[CH:20][CH:21]=2)=[C:11]([C:9]([N:8]2[CH2:7][C@H:6]3[C@H:4]([CH2:5]3)[C@H:3]2[CH2:2][NH:1][C:33]([C:26]2[C:27]3[C:32](=[CH:31][CH:30]=[CH:29][CH:28]=3)[NH:24][CH:25]=2)=[O:34])=[O:10])[N:12]=1. Reported procedure: prepared by reaction of ((1S,2S,5R)-2-Aminomethyl-3-aza-bicyclo[3.1.0]hex-3-yl)-(2-methyl-5-m-tolyl-thiazol-4-yl)-methanone with 1H-Indole-3-carboxylic acid. The reactants are C(C)OC([C@H](CC1=CC=C(C=C1)OC(C)(C)C(=O)O)OCC)=O ((2S)-3-[4-(1-carboxy-1-methyl-ethoxy)-phenyl]-2-ethoxy-propionic acid ethyl ester), C(C)C1=CC=C(C=C1)CCN (2-(4-ethyl-phenyl) ethylamine), C(C)O[C@H](C(=O)O)CC1=CC=C(C=C1)O[C@H](C)C(NCCC1=CC=C(C=C1)OC1=CC=CC=C1)=O ((2S,1R)-2-ethoxy-3-(4-{1-[2-(4-phenoxy-phenyl)-ethylcarbamoyl]-ethoxy}-phenyl)-propionic acid). The product is C(C)O[C@H](C(=O)O)CC1=CC=C(C=C1)OC(C)(C)C(NCCC1=CC=C(C=C1)CC)=O ((2S)-2-ethoxy-3-(4-{1-[2-(4-ethyl-phenyl)-ethylcarbamoyl]-1-methyl-ethoxy}-phenyl)-propionic acid). RXN SMILES: C([O:3][C:4](=[O:23])[C@@H:5]([O:20][CH2:21][CH3:22])[CH2:6][C:7]1[CH:12]=[CH:11][C:10]([O:13][C:14]([C:17]([OH:19])=O)([CH3:16])[CH3:15])=[CH:9][CH:8]=1)C.[CH2:24]([C:26]1[CH:31]=[CH:30][C:29]([CH2:32][CH2:33][NH2:34])=[CH:28][CH:27]=1)[CH3:25].C(O[C@@H](CC1C=CC(O[C@@H](C(=O)NCCC2C=CC(OC3C=CC=CC=3)=CC=2)C)=CC=1)C(O)=O)C>>[CH2:21]([O:20][C@@H:5]([CH2:6][C:7]1[CH:8]=[CH:9][C:10]([O:13][C:14]([C:17](=[O:19])[NH:34][CH2:33][CH2:32][C:29]2[CH:30]=[CH:31][C:26]([CH2:24][CH3:25])=[CH:27][CH:28]=2)([CH3:15])[CH3:16])=[CH:11][CH:12]=1)[C:4]([OH:3])=[O:23])[CH3:22]. Reported procedure: The title compound was prepared from (2S)-3-[4-(1-carboxy-1-methyl-ethoxy)-phenyl]-2-ethoxy-propionic acid ethyl ester (EXAMPLE 49, step 2) and 2-(4-ethyl-phenyl) ethylamine via the same procedure used for the preparation of (2S,1R)-2-ethoxy-3-(4-{1-[2-(4-phenoxy-phenyl)-ethylcarbamoyl]-ethoxy}-phenyl)-propionic acid (Example 1, step 3) to produce a colorless oil. MS (ES) for C25H33NO5 [M+H]+: 428. Starting materials: CC[O-], ClCc1cccnc1, Cl, [Na+], OCCS. Yields the product OCCSCc1cccnc1. As a reaction SMILES: [CH3:15][CH2:16][O-:17].[Cl:6][CH2:7][c:8]1[cH:9][n:10][cH:11][cH:12][cH:13]1.[ClH:5].[Na+:14].[SH:1][CH2:2][CH2:3][OH:4]>>[S:1]([CH2:2][CH2:3][OH:4])[CH2:7][c:8]1[cH:9][n:10][cH:11][cH:12][cH:13]1. Reactants: Brc1ccc2[nH]ccc2c1, CO, [I-], I, [K+], S=C1NCCCCN1, O. Yields the product Brc1ccc2[nH]cc(SC3=NCCCCN3)c2c1, I. As a reaction SMILES: [Br:4][c:5]1[cH:6][c:7]2[cH:8][cH:9][nH:10][c:11]2[cH:12][cH:13]1.[CH3:23][OH:24].[I-:3].[I:1].[K+:2].[NH:14]1[C:15](=[S:21])[NH:16][CH2:17][CH2:18][CH2:19][CH2:20]1.[OH2:22]>>[Br:4][c:5]1[cH:6][c:7]2[c:8]([S:21][C:15]3=[N:14][CH2:20][CH2:19][CH2:18][CH2:17][NH:16]3)[cH:9][nH:10][c:11]2[cH:12][cH:13]1.[IH:3]. Starting materials: C(C)(=O)N1C=C(C2=CC(=CC=C12)F)OC (1-acetyl-5-fluoro-3-methoxyindole), C[O-].[Na+] (sodium methylate). Solvent: CO (methanol). Product: FC=1C=C2C(=CNC2=CC1)OC (5-fluoro-3-methoxyindole). Isolated yield 76.3%. As a reaction SMILES: C([N:4]1[C:12]2[C:7](=[CH:8][C:9]([F:13])=[CH:10][CH:11]=2)[C:6]([O:14][CH3:15])=[CH:5]1)(=O)C.C[O-].[Na+]>CO>[F:13][C:9]1[CH:8]=[C:7]2[C:12](=[CH:11][CH:10]=1)[NH:4][CH:5]=[C:6]2[O:14][CH3:15] |f:1.2|. Reported procedure: A solution of 1.25 g of 1-acetyl-5-fluoro-3-methoxyindole and 0.35 g of sodium methylate in 23 ml of methanol was stirred at room temperature for one hour. After removal of the solvent the residue was extracted with water and ethyl acetate and the organic phase was washed with saturated sodium chloride solution and dried over sodium sulfate. The solvent was removed and the residue was distilled in a bulb-tube at a bath temperature of 200° and a pressure of 50 mbar. 0.76 g (76%) of 5-fluoro-3-met... The reactants are C(C(C)C)O (isobutyl alcohol), ClC1=C(C=CC=C1Cl)NC(=O)C1=CC=C(C=C1)C(C(=O)O)C (2-[4 (2,3-dichlorophenylcarbamoyl)-phenyl]-propionic acid), ice water, N,N'-carbonyldiimidazole, O (water). The solvent is O1CCCC1 (tetrahydrofuran). Reaction conditions: time 30 minute. Product: ClC1=C(C=CC=C1Cl)NC(=O)C1=CC=C(C=C1)C(C(=O)OCC(C)C)C (isobutyl 2-[4-(2,3-dichloropheylcarbamoyl)-phenyl]-propionate). Yield: 80.0%. Reaction SMILES: [Cl:1][C:2]1[C:7]([Cl:8])=[CH:6][CH:5]=[CH:4][C:3]=1[NH:9][C:10]([C:12]1[CH:17]=[CH:16][C:15]([CH:18]([CH3:22])[C:19]([OH:21])=[O:20])=[CH:14][CH:13]=1)=[O:11].[CH2:23](O)[CH:24]([CH3:26])[CH3:25].O>O1CCCC1>[Cl:1][C:2]1[C:7]([Cl:8])=[CH:6][CH:5]=[CH:4][C:3]=1[NH:9][C:10]([C:12]1[CH:17]=[CH:16][C:15]([CH:18]([CH3:22])[C:19]([O:21][CH2:23][CH:24]([CH3:26])[CH3:25])=[O:20])=[CH:14][CH:13]=1)=[O:11]. Procedure: 3.38 g of 2-[4 (2,3-dichlorophenylcarbamoyl)-phenyl]-propionic acid was dissolved in 30 ml of anhydrous tetrahydrofuran. While cooling the solution with ice water, 2.43 g of N,N'-carbonyldiimidazole was added thereto, and the mixture was stirred for 30 minutes. Thereafter, 0.74 g of isobutyl alcohol was added thereto. The mixture was returned to room temperature and stirred for 5 hours. After completion of the reaction, the reaction solution was poured into 300 ml of water, and the resulting cry... The reactants are 2a, C(C=C)OC=1C=2N=CN([C@H]3C[C@H](O[Si](C)(C)C(C)(C)C)[C@@H](CO[Si](C)(C)C(C)(C)C)O3)C2N=C(N1)N (O6-Allyl-3′,5′-di-O-(tert-butyldimethylsilyl)-2′-deoxyguanosine), [Si](C)(C)(C)N=[N+]=[N-] (TMS—N3). Reported procedure: As described for the synthesis of 2a, this compound was prepared by a reaction 1b (3.0 g, 5.6 mmol) with TMS—N3 (10 molar equiv) and t-BuONO (10 molar equiv). Chromatographic purification of the crude material on a silica gel column using 20% EtOAc in hexanes afforded 1.98 g (63% yield) of 2b as a viscous, yellow oil. Rf(SiO2/30% EtOAc in hexanes)=0.63. IR (neat): 2956, 2930, 2857, 2130, 1600 cm−1. 1H NMR (CDCl3): δ 8.18 (s, 1H, Ar—H), 6.42 (t, 1H, H-1′, J=6.4 Hz), 6.18-6.11 (m, 1H, ═CH), 5.49 (... Product: C(C=C)OC=1C=2N=CN([C@H]3C[C@H](O[Si](C)(C)C(C)(C)C)[C@@H](CO[Si](C)(C)C(C)(C)C)O3)C2N=C(N1)N=[N+]=[N-] (O6-Allyl-2-azido-3′,5′-di-O-(tert-butyldimethylsilyl)-2′-deoxyinosine). Isolated yield 63.0%. RXN SMILES: [CH2:1]([O:4][C:5]1[C:6]2[N:7]=[CH:8][N:9]([C:32]=2[N:33]=[C:34]([NH2:36])[N:35]=1)[C@@H:10]1[O:31][C@H:21]([CH2:22][O:23][Si:24]([C:27]([CH3:30])([CH3:29])[CH3:28])([CH3:26])[CH3:25])[C@@H:12]([O:13][Si:14]([C:17]([CH3:20])([CH3:19])[CH3:18])([CH3:16])[CH3:15])[CH2:11]1)[CH:2]=[CH2:3].[Si]([N:41]=[N+:42]=[N-])(C)(C)C>>[CH2:1]([O:4][C:5]1[C:6]2[N:7]=[CH:8][N:9]([C:32]=2[N:33]=[C:34]([N:36]=[N+:41]=[N-:42])[N:35]=1)[C@@H:10]1[O:31][C@H:21]([CH2:22][O:23][Si:24]([C:27]([CH3:28])([CH3:29])[CH3:30])([CH3:26])[CH3:25])[C@@H:12]([O:13][Si:14]([C:17]([CH3:20])([CH3:19])[CH3:18])([CH3:15])[CH3:16])[CH2:11]1)[CH:2]=[CH2:3]. Reactants: C1(CC1)NC(C([C@H](CCC)NC([C@H](CS(=O)(=O)CC=1C=NC=CC1)N[C@H](C(F)(F)F)C1=CC=C(C=C1)F)=O)O)=O (2-hydroxy-3(S)-{3-(pyridin-3-ylmethanesulfonyl)-2(R)-[2,2,2-trifluoro-1(S)-(4-fluorophenyl)ethylamino]propionylamino} hexanoic acid cyclopropylamide), [O-]S(=O)(=S)[O-].[Na+].[Na+] (Na2S2O3). Solvent: C(Cl)Cl (methylene chloride), C(=O)(O)[O-].[Na+] (NaHCO3). Reaction conditions: time 30 minute. Product: C1(CC1)NC(C([C@H](CCC)NC([C@H](CS(=O)(=O)CC=1C=NC=CC1)N[C@H](C(F)(F)F)C1=CC=C(C=C1)F)=O)=O)=O (2-oxo-3(S)-{3-(pyridin-3-ylmethanesulfonyl)-2(R)-[2,2,2-trifluoro-1(S)-(4-fluorophenyl)ethylamino]-propionylamino}hexanoic acid cyclopropylamide). Reaction SMILES: [CH:1]1([NH:4][C:5](=[O:40])[CH:6]([OH:39])[C@@H:7]([NH:11][C:12](=[O:38])[C@@H:13]([NH:25][C@@H:26]([C:31]2[CH:36]=[CH:35][C:34]([F:37])=[CH:33][CH:32]=2)[C:27]([F:30])([F:29])[F:28])[CH2:14][S:15]([CH2:18][C:19]2[CH:20]=[N:21][CH:22]=[CH:23][CH:24]=2)(=[O:17])=[O:16])[CH2:8][CH2:9][CH3:10])[CH2:3][CH2:2]1.[O-]S([O-])(=S)=O.[Na+].[Na+]>C(Cl)Cl.C([O-])(O)=O.[Na+]>[CH:1]1([NH:4][C:5](=[O:40])[C:6](=[O:39])[C@@H:7]([NH:11][C:12](=[O:38])[C@@H:13]([NH:25][C@@H:26]([C:31]2[CH:36]=[CH:35][C:34]([F:37])=[CH:33][CH:32]=2)[C:27]([F:28])([F:29])[F:30])[CH2:14][S:15]([CH2:18][C:19]2[CH:20]=[N:21][CH:22]=[CH:23][CH:24]=2)(=[O:16])=[O:17])[CH2:8][CH2:9][CH3:10])[CH2:3][CH2:2]1 |f:1.2.3,5.6|. Reported procedure: To a solution of 2-hydroxy-3(S)-{3-(pyridin-3-ylmethanesulfonyl)-2(R)-[2,2,2-trifluoro-1(S)-(4-fluorophenyl)ethylamino]propionylamino} hexanoic acid cyclopropylamide (590 mg, 1 mmol) in methylene chloride, DMP was added slowly. The reaction mixture was stirred at room temperature for 30 min and then a 0.26 M Na2S2O3 in sat. NaHCO3 was added. The reaction mixture was stirred for 20 min. The aqueous layer was extracted with methylene chloride and the combined organic extracts were dried over MgSO4... Reactants: FC1=CC=C(CCN)C=C1 (4-fluorophenethylamine), ClC=1C2=C(N=C(N1)C=1C=NC=CC1)SC=C2C (4-chloro-2-(pyridin-3-yl)-5-methyl-thieno-[2,3-d]-pyrimidine). Yields the product N1=CC(=CC=C1)C=1N=C(C2=C(N1)SC=C2C)NCCC2=CC=CC=C2 (2-(pyridin-3-yl)-4-phenethylamino-5-methyl-thieno-[2,3-d]-pyrimidine). As a reaction SMILES: F[C:2]1[CH:10]=[CH:9][C:5]([CH2:6][CH2:7][NH2:8])=[CH:4][CH:3]=1.Cl[C:12]1[C:13]2[C:26]([CH3:27])=[CH:25][S:24][C:14]=2[N:15]=[C:16]([C:18]2[CH:19]=[N:20][CH:21]=[CH:22][CH:23]=2)[N:17]=1>>[N:20]1[CH:21]=[CH:22][CH:23]=[C:18]([C:16]2[N:17]=[C:12]([NH:8][CH2:7][CH2:6][C:5]3[CH:9]=[CH:10][CH:2]=[CH:3][CH:4]=3)[C:13]3[C:26]([CH3:27])=[CH:25][S:24][C:14]=3[N:15]=2)[CH:19]=1. Reported procedure: With the procedure of Example 1, the reaction of 4-fluorophenethylamine with 4-chloro-2-(pyridin-3-yl)-5-methyl-thieno-[2,3-d]-pyrimidine yields 2-(pyridin-3-yl)-4-phenethylamino-5-methyl-thieno-[2,3-d]-pyrimidine.